Dataset: the Open Reaction Database (ORD), a public repository of structured organic reaction records. Task: describe an organic reaction: reactants, conditions, products, and yield Starting materials: CCC(C)=O, COS(=O)(=O)OC, N#Cc1c(Cl)c(Cl)c(Cl)c(Cl)c1C(=O)O, [K+], [K], [OH-], O. The product is COC(=O)c1c(Cl)c(Cl)c(Cl)c(Cl)c1C#N. RXN SMILES: [CH2:26]([C:27]([CH3:28])=[O:29])[CH3:30].[CH3:17][O:18][S:19]([O:20][CH3:21])(=[O:22])=[O:23].[Cl:2][c:3]1[c:4]([C:15]#[N:16])[c:5]([C:6](=[O:7])[OH:8])[c:9]([Cl:14])[c:10]([Cl:13])[c:11]1[Cl:12].[K+:25].[K:1].[OH-:24].[OH2:31]>>[Cl:2][c:3]1[c:4]([C:15]#[N:16])[c:5]([C:6](=[O:7])[O:8][CH3:17])[c:9]([Cl:14])[c:10]([Cl:13])[c:11]1[Cl:12].